From a dataset of the Open Reaction Database (ORD), a public repository of structured organic reaction records. describe an organic reaction: reactants, conditions, products, and yield Starting materials: [OH-].[Na+] (sodium hydroxide), C(C1=CC=CC=C1)(=O)OCC(COCCCCCCCCCCCCCCCC)CC#N (2-cyanomethyl-3-hexadecyloxypropyl benzoate). Solvent: CO (methanol), O1CCCC1 (tetrahydrofuran). Product: C(#N)CC(CO)COCCCCCCCCCCCCCCCC (2-cyanomethyl-3-hexadecyloxypropanol). Isolated yield 67.6%. Reaction SMILES: C([O:9][CH2:10][CH:11]([CH2:30][C:31]#[N:32])[CH2:12][O:13][CH2:14][CH2:15][CH2:16][CH2:17][CH2:18][CH2:19][CH2:20][CH2:21][CH2:22][CH2:23][CH2:24][CH2:25][CH2:26][CH2:27][CH2:28][CH3:29])(=O)C1C=CC=CC=1.[OH-].[Na+]>CO.O1CCCC1>[C:31]([CH2:30][CH:11]([CH2:12][O:13][CH2:14][CH2:15][CH2:16][CH2:17][CH2:18][CH2:19][CH2:20][CH2:21][CH2:22][CH2:23][CH2:24][CH2:25][CH2:26][CH2:27][CH2:28][CH3:29])[CH2:10][OH:9])#[N:32] |f:1.2|. Reported procedure: A mixture of 12.42 g of 2-cyanomethyl-3-hexadecyloxypropyl benzoate n3' and 15.5 ml (31.0 mM) of 2N aqueous sodium hydroxide in 60 ml of methanol and 100 ml of tetrahydrofuran is stirred at room temperature for 1 hour and solvents are evaporated. The product is isolated by ethyl acetate extraction. The ethyl acetate layer is washed with water, dried over anhydrous magnesium sulfate and evaporated. Purification by column silica gel chromatography using n-hexane-ethyl acetate (4:1) affords 6.430 g... The reactants are FC([C@H](C1=CC=C(C=C1)F)N[C@@H](CC(C)(C)C)C12OCC(CO1)(CO2)C)(C2=NC=CC=C2)F ([2,2-difluoro-1(S)-(4-fluorophenyl)-2-pyridin-2-ylethyl]-[3,3-dimethyl-1(S)-(4-methyl-2,6,7-trioxa-bicyclo[2.2.2]oct-1-yl)butyl]amine), [OH-].[Na+] (NaOH), Cl (HCl). Solvent: C1CCOC1 (THF), O (water). Conditions: time 2 hour. The product is FC([C@H](C1=CC=C(C=C1)F)N[C@H](C(=O)O)CC(C)(C)C)(C1=NC=CC=C1)F (2(S)-[2,2-difluoro-1(S)-(4-fluorophenyl)-2-pyridin-2-ylethylamino]-4,4-dimethylpentanoic acid). Yield: 46.0%. As a reaction SMILES: [F:1][C:2]([F:33])([C:27]1[CH:32]=[CH:31][CH:30]=[CH:29][N:28]=1)[C@@H:3]([NH:11][C@H:12]([C:18]12OCC(C)(C[O:23]1)C[O:19]2)[CH2:13][C:14]([CH3:17])([CH3:16])[CH3:15])[C:4]1[CH:9]=[CH:8][C:7]([F:10])=[CH:6][CH:5]=1.Cl.[OH-].[Na+]>C1COCC1.O>[F:33][C:2]([F:1])([C:27]1[CH:32]=[CH:31][CH:30]=[CH:29][N:28]=1)[C@@H:3]([NH:11][C@@H:12]([CH2:13][C:14]([CH3:17])([CH3:16])[CH3:15])[C:18]([OH:23])=[O:19])[C:4]1[CH:9]=[CH:8][C:7]([F:10])=[CH:6][CH:5]=1 |f:2.3|. Reported procedure: To a solution of [2,2-difluoro-1(S)-(4-fluorophenyl)-2-pyridin-2-ylethyl]-[3,3-dimethyl-1(S)-(4-methyl-2,6,7-trioxa-bicyclo[2.2.2]oct-1-yl)butyl]amine (265 mg, 0.571 mmol) in a mixture of THF (5 ml) and water (5 ml) was added 1N HCl (2 ml, 2 mmol) and the reaction mixture was stirred at room temperature for 2 h. 1N NaOH (3.6 ml, 3.6 mmol) was added and stirring was continued at room temperature for 4 h. The solvent was evaporated using rotavap and 6N HCl was added dropwise to adjust the pH to 6.... Reactants: NC1=C(C=CC=C1C(F)(F)F)C(=O)C1=CC(=CC=C1)O ([2-amino-3-(trifluoromethyl)phenyl]-(3-hydroxy-phenyl)methanone), COC1=CC=C(C=C1)CC=O ((4-Methoxy-phenyl)-acetaldehyde). Yields the product COC1=CC=C(C=C1)C=1C=NC2=C(C=CC=C2C1C=1C=C(C=CC1)O)C(F)(F)F (3-[3-(4-METHOXYPHENYL)-8-(TRIFLUOROMETHYL)QUINOLIN-4-YL]PHENOL). RXN SMILES: [NH2:1][C:2]1[C:7]([C:8]([F:11])([F:10])[F:9])=[CH:6][CH:5]=[CH:4][C:3]=1[C:12]([C:14]1[CH:19]=[CH:18][CH:17]=[C:16]([OH:20])[CH:15]=1)=O.[CH3:21][O:22][C:23]1[CH:28]=[CH:27][C:26]([CH2:29][CH:30]=O)=[CH:25][CH:24]=1>>[CH3:21][O:22][C:23]1[CH:28]=[CH:27][C:26]([C:29]2[CH:30]=[N:1][C:2]3[C:3]([C:12]=2[C:14]2[CH:15]=[C:16]([OH:20])[CH:17]=[CH:18][CH:19]=2)=[CH:4][CH:5]=[CH:6][C:7]=3[C:8]([F:11])([F:10])[F:9])=[CH:25][CH:24]=1. Procedure: The title compound was prepared from [2-amino-3-(trifluoromethyl)phenyl]-(3-hydroxy-phenyl)methanone and (4-Methoxy-phenyl)-acetaldehyde following the procedure of Example 457: MS (ESI) m/z 396; HRMS: calcd for C23H16F3NO2+H+, 396.12059; found (ESI, [M+H]+), 396.1195. Reactants: [BH4-].[Na+] (sodium borohydride), C(C1=CC=CC=C1)OC(=O)N[C@H](C(=O)C1(CC1)C(=O)OC(C)(C)C)C (tert-butyl 1-((2S)-2-{[(benzyloxy)carbonyl]amino}propanoyl)cyclopropanecarboxylate), O (Water). Run in CO (methanol). Run at temperature 0 celsius, time 30 minute. The product is C(C1=CC=CC=C1)OC(=O)N[C@H](C(O)C1(CC1)C(=O)OC(C)(C)C)C (tert-butyl 1-((2S)-2-{[(benzyloxy)carbonyl]amino}-1-hydroxypropyl)cyclopropanecarboxylate). The yield is 94.6%. RXN SMILES: [CH2:1]([O:8][C:9]([NH:11][C@@H:12]([CH3:25])[C:13]([C:15]1([C:18]([O:20][C:21]([CH3:24])([CH3:23])[CH3:22])=[O:19])[CH2:17][CH2:16]1)=[O:14])=[O:10])[C:2]1[CH:7]=[CH:6][CH:5]=[CH:4][CH:3]=1.[BH4-].[Na+].O>CO>[CH2:1]([O:8][C:9]([NH:11][C@@H:12]([CH3:25])[CH:13]([C:15]1([C:18]([O:20][C:21]([CH3:24])([CH3:23])[CH3:22])=[O:19])[CH2:17][CH2:16]1)[OH:14])=[O:10])[C:2]1[CH:3]=[CH:4][CH:5]=[CH:6][CH:7]=1 |f:1.2|. Procedure details: A solution of tert-butyl 1-((2S)-2-{[(benzyloxy)carbonyl]amino}propanoyl)cyclopropanecarboxylate (1.66 g) in methanol (25 mL) was cooled to 0° C., 90% sodium borohydride (305 mg) was added, and the mixture was stirred at 0° C. for 30 min. Water was added to the reaction mixture, and the mixture was extracted with ethyl acetate. The extract was washed with saturated brine, dried over anhydrous magnesium sulfate, and concentrated under reduced pressure. The residue was purified by silica gel colum... The reactants are C(C)(C)(C)OC(=O)NCC=1C=CC(=NC1)C(CC(C)(CC)CC)O (5-tert-butoxycarbonylaminomethyl-2-(1-hydroxy-3,3-diethyl-butyl)-pyridine). Reagents/catalysts: [O-2].[O-2].[Mn+4] (manganese dioxide). Run in O1CCOCC1 (1,4-dioxane). Reaction conditions: temperature 70 celsius. Yields the product C(C)(C)(C)OC(=O)NCC=1C=CC(=NC1)C(CC(C)(C)C)=O (5-tert-Butoxycarbonylaminomethyl-2-(3,3-dimethyl-butyryl)-pyridine). Isolated yield 88.6%. RXN SMILES: [C:1]([O:5][C:6]([NH:8][CH2:9][C:10]1[CH:11]=[CH:12][C:13]([CH:16]([OH:24])[CH2:17][C:18]([CH2:22]C)([CH2:20]C)[CH3:19])=[N:14][CH:15]=1)=[O:7])([CH3:4])([CH3:3])[CH3:2]>O1CCOCC1.[O-2].[O-2].[Mn+4]>[C:1]([O:5][C:6]([NH:8][CH2:9][C:10]1[CH:11]=[CH:12][C:13]([C:16](=[O:24])[CH2:17][C:18]([CH3:22])([CH3:20])[CH3:19])=[N:14][CH:15]=1)=[O:7])([CH3:4])([CH3:3])[CH3:2] |f:2.3.4|. Procedure details: Add manganese dioxide (472 mg, 5.429 mmol) to a solution of 5-tert-butoxycarbonylaminomethyl-2-(1-hydroxy-3,3-diethyl-butyl)-pyridine (118 mg, 0.383 mmol) in anhydrous 1,4-dioxane (5 mL) at room temperature. Heat the reaction mixture at 70° C. overnight. Filter the reaction mixture over Celite® and concentrate in vacuo to obtain the desired intermediate (104 mg, 89%). Reactants: O=C([O-])O, Cc1ccccc1, COc1ccc(C(=O)CCCCCCl)cc1, [I-], [K+], [K+], O, OC(c1ccccc1)(c1ccccc1)C1CCNCC1. Product: Cl, COc1ccc(C(=O)CCCCCN2CCC(C(O)(c3ccccc3)c3ccccc3)CC2)cc1. Reaction SMILES: [C:37](=[O:38])([OH:39])[O-:40].[CH3:44][c:45]1[cH:46][cH:47][cH:48][cH:49][cH:50]1.[Cl:21][CH2:22][CH2:23][CH2:24][CH2:25][CH2:26][C:27](=[O:28])[c:29]1[cH:30][cH:31][c:32]([O:35][CH3:36])[cH:33][cH:34]1.[I-:43].[K+:41].[K+:42].[OH2:51].[c:1]1([C:7]([OH:8])([CH:9]2[CH2:10][CH2:11][NH:12][CH2:13][CH2:14]2)[c:15]2[cH:16][cH:17][cH:18][cH:19][cH:20]2)[cH:2][cH:3][cH:4][cH:5][cH:6]1>>[ClH:21].[c:1]1([C:7]([OH:8])([CH:9]2[CH2:10][CH2:11][N:12]([CH2:22][CH2:23][CH2:24][CH2:25][CH2:26][C:27](=[O:28])[c:29]3[cH:30][cH:31][c:32]([O:35][CH3:36])[cH:33][cH:34]3)[CH2:13][CH2:14]2)[c:15]2[cH:16][cH:17][cH:18][cH:19][cH:20]2)[cH:2][cH:3][cH:4][cH:5][cH:6]1. As a reaction SMILES: [CH3:1][O:2][C:3]([C:5]1[S:9][C:8]2[CH:10]=[CH:11][CH:12]=[C:13]([O:14][CH3:15])[C:7]=2[CH:6]=1)=[O:4].[Br:16]Br>C(Cl)(Cl)Cl>[CH3:1][O:2][C:3]([C:5]1[S:9][C:8]2[C:10]([Br:16])=[CH:11][CH:12]=[C:13]([O:14][CH3:15])[C:7]=2[CH:6]=1)=[O:4]. The reactants are solid, COC(=O)C1=CC2=C(S1)C=CC=C2OC (4-methoxy-benzo[b]thiophene-2-carboxylic acid methyl ester), BrBr (bromine). Yields the product COC(=O)C1=CC2=C(S1)C(=CC=C2OC)Br (7-Bromo-4-methoxy-benzo[b]thiophene-2-carboxylic acid methyl ester). Solvent: C(Cl)(Cl)Cl (chloroform). Procedure: The title compound was prepared as an off-white solid (m.p. 112° C.) according to the literature by treatment of 4-methoxy-benzo[b]thiophene-2-carboxylic acid methyl ester with bromine in chloroform at 0° C. to 20° C. The reactants are O=C(C1CCNCC1)N(CCCN1CCC(Cc2ccccc2)CC1)c1ccc(Cl)c(Cl)c1, CC(C)O, NS(N)(=O)=O. The product is NS(=O)(=O)N1CCC(C(=O)N(CCCN2CCC(Cc3ccccc3)CC2)c2ccc(Cl)c(Cl)c2)CC1. Reaction SMILES: [CH2:1]([c:2]1[cH:3][cH:4][cH:5][cH:6][cH:7]1)[CH:8]1[CH2:9][CH2:10][N:11]([CH2:14][CH2:15][CH2:16][N:17]([C:18](=[O:19])[CH:20]2[CH2:21][CH2:22][NH:23][CH2:24][CH2:25]2)[c:26]2[cH:27][c:28]([Cl:33])[c:29]([Cl:32])[cH:30][cH:31]2)[CH2:12][CH2:13]1.[CH3:39][CH:40]([OH:41])[CH3:42].[NH2:34][S:35]([NH2:36])(=[O:37])=[O:38]>>[CH2:1]([c:2]1[cH:3][cH:4][cH:5][cH:6][cH:7]1)[CH:8]1[CH2:9][CH2:10][N:11]([CH2:14][CH2:15][CH2:16][N:17]([C:18](=[O:19])[CH:20]2[CH2:21][CH2:22][N:23]([S:35]([NH2:34])(=[O:37])=[O:38])[CH2:24][CH2:25]2)[c:26]2[cH:27][c:28]([Cl:33])[c:29]([Cl:32])[cH:30][cH:31]2)[CH2:12][CH2:13]1. Reactants: COC(=O)NC1Nc2cc(Oc3ccc(NC(=O)OC(C)(C)C)cc3)cnc2N1, CO, Cl. Yields the product COC(=O)NC1Nc2cc(Oc3ccc(N)cc3)cnc2N1. Reaction SMILES: [C:1]([O:2][C:3](=[O:4])[NH:8][c:9]1[cH:10][cH:11][c:12]([O:13][c:14]2[cH:15][c:16]3[c:20]([n:21][cH:22]2)[NH:19][CH:18]([NH:23][C:24]([O:25][CH3:26])=[O:27])[NH:17]3)[cH:28][cH:29]1)([CH3:5])([CH3:6])[CH3:7].[CH3:31][OH:32].[ClH:30]>>[NH2:8][c:9]1[cH:10][cH:11][c:12]([O:13][c:14]2[cH:15][c:16]3[c:20]([n:21][cH:22]2)[NH:19][CH:18]([NH:23][C:24]([O:25][CH3:26])=[O:27])[NH:17]3)[cH:28][cH:29]1.